This data is from the Open Reaction Database (ORD), a public repository of structured organic reaction records. The task is: describe an organic reaction: reactants, conditions, products, and yield Reaction SMILES: [CH3:1][O:2][c:3]1[cH:4][c:5](-[c:11]2[cH:12][c:13](=[O:20])[n:14]([CH3:19])[c:15](=[O:18])[n:16]2[CH3:17])[cH:6][cH:7][c:8]1[O:9][CH3:10].[CH3:29][CH2:30][OH:31].[CH3:32][C:33](=[O:34])[OH:35].[Cl:21][N:22]1[C:23](=[O:24])[CH2:25][CH2:26][C:27]1=[O:28]>>[CH3:1][O:2][c:3]1[cH:4][c:5](-[c:11]2[c:12]([Cl:21])[c:13](=[O:20])[n:14]([CH3:19])[c:15](=[O:18])[n:16]2[CH3:17])[cH:6][cH:7][c:8]1[O:9][CH3:10]. Starting materials: COc1ccc(-c2cc(=O)n(C)c(=O)n2C)cc1OC, CCO, CC(=O)O, O=C1CCC(=O)N1Cl. The product is COc1ccc(-c2c(Cl)c(=O)n(C)c(=O)n2C)cc1OC. The reactants are Cc1cc(Nc2cc(N3CCC4(CC3)CN(C(=O)OC(C)(C)C)C4)nc(N3CCCC3c3cc(-c4ccccn4)no3)n2)n[nH]1, O=C(O)C(F)(F)F. The product is Cc1cc(Nc2cc(N3CCC4(CC3)CNC4)nc(N3CCCC3c3cc(-c4ccccn4)no3)n2)n[nH]1. Reaction SMILES: [C:1]([O:2][C:3](=[O:4])[N:8]1[CH2:9][C:10]2([CH2:11]1)[CH2:12][CH2:13][N:14]([c:17]1[cH:18][c:19]([NH:39][c:40]3[n:41][nH:42][c:43]([CH3:45])[cH:44]3)[n:20][c:21]([N:23]3[CH:24]([c:28]4[cH:29][c:30](-[c:33]5[n:34][cH:35][cH:36][cH:37][cH:38]5)[n:31][o:32]4)[CH2:25][CH2:26][CH2:27]3)[n:22]1)[CH2:15][CH2:16]2)([CH3:5])([CH3:6])[CH3:7].[F:46][C:47]([F:48])([F:49])[C:50]([OH:51])=[O:52]>>[NH:8]1[CH2:9][C:10]2([CH2:11]1)[CH2:12][CH2:13][N:14]([c:17]1[cH:18][c:19]([NH:39][c:40]3[n:41][nH:42][c:43]([CH3:45])[cH:44]3)[n:20][c:21]([N:23]3[CH:24]([c:28]4[cH:29][c:30](-[c:33]5[n:34][cH:35][cH:36][cH:37][cH:38]5)[n:31][o:32]4)[CH2:25][CH2:26][CH2:27]3)[n:22]1)[CH2:15][CH2:16]2. Starting materials: FC=1C(=C(C(=O)O)C=CC1)COC1=CC(=CC=C1)F (3-fluoro-2-[(3-fluorophenyloxy)methyl]benzoic acid), S(=O)(Cl)Cl (thionyl chloride). The solvent is C1(=CC=CC=C1)C (toluene). Conditions: time 15 minute. Yields the product FC=1C=CC2=C(OCC3=C(C2=O)C=CC=C3F)C1 (3,7-difluoro-6,11-dihydrodibenz[b,e]oxepin-11-one). Isolated yield 61.3%. RXN SMILES: [F:1][C:2]1[C:3]([CH2:11][O:12][C:13]2[CH:18]=[CH:17][CH:16]=[C:15]([F:19])[CH:14]=2)=[C:4]([CH:8]=[CH:9][CH:10]=1)[C:5]([OH:7])=O.S(Cl)(Cl)=O>C1(C)C=CC=CC=1>[F:19][C:15]1[CH:16]=[CH:17][C:18]2[C:5](=[O:7])[C:4]3[CH:8]=[CH:9][CH:10]=[C:2]([F:1])[C:3]=3[CH2:11][O:12][C:13]=2[CH:14]=1. Procedure details: A mixture of 7 g of 3-fluoro-2-[(3-fluorophenyloxy)methyl]benzoic acid and 50 g of thionyl chloride is refluxed with heating for 1 hour. After cooling to room temperature, dry toluene is added and the solvent is distilled off under reduced pressure. The residue is added with dichloromethane and the mixture is cooled to 0° C. Thereto 6 g of powdery anhydrous aluminum chloride is added and the mixture is stirred for 15 minutes and then added with ice-water, followed by extraction with toluene. Aft... The reactants are CC(C)(C)CCN, CCO, CCOC(C)=O, CCOC(=O)c1c(Cl)cc(C)nc1Cl. The product is CCOC(=O)c1c(NCCC(C)(C)C)cc(C)nc1Cl. As a reaction SMILES: [CH3:15][C:16]([CH2:17][CH2:18][NH2:19])([CH3:20])[CH3:21].[CH3:22][CH2:23][OH:24].[CH3:25][CH2:26][O:27][C:28](=[O:29])[CH3:30].[Cl:1][c:2]1[n:3][c:4]([CH3:14])[cH:5][c:6]([Cl:13])[c:7]1[C:8](=[O:9])[O:10][CH2:11][CH3:12]>>[Cl:1][c:2]1[n:3][c:4]([CH3:14])[cH:5][c:6]([NH:19][CH2:18][CH2:17][C:16]([CH3:15])([CH3:20])[CH3:21])[c:7]1[C:8](=[O:9])[O:10][CH2:11][CH3:12]. Starting materials: NCC(=O)OCc1ccccc1, CN1CCOCC1, CC(C)(C)OC(=O)NCC(=O)Oc1cc(Cl)c(Cl)cc1Cl, CN(C)C=O, Cc1ccc(S(=O)(=O)O)cc1. The product is CC(C)(C)OC(=O)NCC(=O)NCC(=O)OCc1ccccc1. RXN SMILES: [CH2:12]([c:13]1[cH:14][cH:15][cH:16][cH:17][cH:18]1)[O:19][C:20]([CH2:21][NH2:22])=[O:23].[CH3:24][N:25]1[CH2:26][CH2:27][O:28][CH2:29][CH2:30]1.[Cl:31][c:32]1[cH:33][c:34]([Cl:35])[c:36]([Cl:37])[cH:38][c:39]1[O:40][C:41]([CH2:42][NH:43][C:44](=[O:45])[O:46][C:47]([CH3:48])([CH3:49])[CH3:50])=[O:51].[O:52]=[CH:53][N:54]([CH3:55])[CH3:56].[c:1]1([CH3:2])[cH:3][cH:4][c:5]([S:6]([OH:7])(=[O:8])=[O:9])[cH:10][cH:11]1>>[CH2:12]([c:13]1[cH:14][cH:15][cH:16][cH:17][cH:18]1)[O:19][C:20]([CH2:21][NH:22][C:41](=[O:40])[CH2:42][NH:43][C:44](=[O:45])[O:46][C:47]([CH3:48])([CH3:49])[CH3:50])=[O:23].